From a dataset of the Open Reaction Database (ORD), a public repository of structured organic reaction records. describe an organic reaction: reactants, conditions, products, and yield The reactants are CCCC1CCC(C2CCC(O)(CCc3ccc(-c4ccc(OCC)c(F)c4F)c(F)c3F)OC2)CC1, Cc1ccccc1, Cc1ccc(S(=O)(=O)Cl)cc1. Product: CCCC1CCC(C2CC=C(CCc3ccc(-c4ccc(OCC)c(F)c4F)c(F)c3F)OC2)CC1. RXN SMILES: [CH2:1]([CH3:2])[O:3][c:4]1[c:5]([F:37])[c:6]([F:36])[c:7](-[c:10]2[c:11]([F:35])[c:12]([F:34])[c:13]([CH2:16][CH2:17][C:18]3([OH:33])[O:19][CH2:20][CH:21]([CH:24]4[CH2:25][CH2:26][CH:27]([CH2:30][CH2:31][CH3:32])[CH2:28][CH2:29]4)[CH2:22][CH2:23]3)[cH:14][cH:15]2)[cH:8][cH:9]1.[CH3:49][c:50]1[cH:51][cH:52][cH:53][cH:54][cH:55]1.[c:38]1([CH3:39])[cH:40][cH:41][c:42]([S:43]([Cl:44])(=[O:45])=[O:46])[cH:47][cH:48]1>>[CH2:1]([CH3:2])[O:3][c:4]1[c:5]([F:37])[c:6]([F:36])[c:7](-[c:10]2[c:11]([F:35])[c:12]([F:34])[c:13]([CH2:16][CH2:17][C:18]3=[CH:23][CH2:22][CH:21]([CH:24]4[CH2:25][CH2:26][CH:27]([CH2:30][CH2:31][CH3:32])[CH2:28][CH2:29]4)[CH2:20][O:19]3)[cH:14][cH:15]2)[cH:8][cH:9]1. The reactants are CCO, O=C(O)c1cc([N+](=O)[O-])c[nH]1, O. Yields the product Nc1c[nH]c(C(=O)O)c1. As a reaction SMILES: [CH3:12][CH2:13][OH:14].[N+:1]([O-:2])(=[O:3])[c:4]1[cH:5][c:6]([C:9](=[O:10])[OH:11])[nH:7][cH:8]1.[OH2:15]>>[NH2:1][c:4]1[cH:5][c:6]([C:9](=[O:10])[OH:11])[nH:7][cH:8]1. Reactants: ClC=1SC(=CN1)B1OC(C(O1)(C)C)(C)C (2-chloro-5-(4,4,5,5-tetramethyl-[1,3,2]dioxaborolan-2-yl)-thiazole), O (water), C(#N)C1CCN(CC1)C(=O)[C@@H](C(C)(C)C)NC(=O)C1=CN(C2=NC=C(N=C21)Br)COCC[Si](C)(C)C (2-Bromo-5-(2-trimethylsilanyl-ethoxymethyl)-5H-pyrrolo[2,3-b]pyrazine-7-carboxylic acid [(R)-1-(4-cyano-piperidine-1-carbonyl)-2,2-dimethyl-propyl]-amide), ClC=1SC(=CN1)B1OC(C(O1)(C)C)(C)C (2-chloro-5-(4,4,5,5-tetramethyl-[1,3,2]dioxaborolan-2-yl)-thiazole), C([O-])([O-])=O.[Cs+].[Cs+] (cesium carbonate). The reagents and catalysts are C1(=CC=CC=C1)P(C1=CC=CC=C1)C1=CC=CC=C1.C1(=CC=CC=C1)P(C1=CC=CC=C1)C1=CC=CC=C1.C1(=CC=CC=C1)P(C1=CC=CC=C1)C1=CC=CC=C1.C1(=CC=CC=C1)P(C1=CC=CC=C1)C1=CC=CC=C1.[Pd] (palladium tetrakis(triphenylphosphine)), C1(=CC=CC=C1)P(C1=CC=CC=C1)C1=CC=CC=C1.C1(=CC=CC=C1)P(C1=CC=CC=C1)C1=CC=CC=C1.C1(=CC=CC=C1)P(C1=CC=CC=C1)C1=CC=CC=C1.C1(=CC=CC=C1)P(C1=CC=CC=C1)C1=CC=CC=C1.[Pd] (palladium tetrakis(triphenylphosphine)). Solvent: C(C)(=O)OCC (ethyl acetate). Run at temperature 170 celsius, time 2 hour. The product is C(#N)C1CCN(CC1)C(=O)[C@@H](C(C)(C)C)NC(=O)C1=CN(C2=NC=C(N=C21)C2=CN=C(S2)Cl)COCC[Si](C)(C)C (2-(2-chlorothiazol-5-yl)-5-(2-trimethylsilanyl-ethoxymethyl)-5H-pyrrolo[2,3-b]pyrazine-7-carboxylic acid [(R)-1-(4-cyano-piperidine-1-carbonyl)-2,2-dimethyl-propyl]-amide). Isolated yield 36.6%. Reaction SMILES: [C:1]([CH:3]1[CH2:8][CH2:7][N:6]([C:9]([C@H:11]([NH:16][C:17]([C:19]2[C:27]3[C:22](=[N:23][CH:24]=[C:25](Br)[N:26]=3)[N:21]([CH2:29][O:30][CH2:31][CH2:32][Si:33]([CH3:36])([CH3:35])[CH3:34])[CH:20]=2)=[O:18])[C:12]([CH3:15])([CH3:14])[CH3:13])=[O:10])[CH2:5][CH2:4]1)#[N:2].[Cl:37][C:38]1[S:39][C:40](B2OC(C)(C)C(C)(C)O2)=[CH:41][N:42]=1.C(=O)([O-])[O-].[Cs+].[Cs+].O>C1(P(C2C=CC=CC=2)C2C=CC=CC=2)C=CC=CC=1.C1(P(C2C=CC=CC=2)C2C=CC=CC=2)C=CC=CC=1.C1(P(C2C=CC=CC=2)C2C=CC=CC=2)C=CC=CC=1.C1(P(C2C=CC=CC=2)C2C=CC=CC=2)C=CC=CC=1.[Pd].C(OCC)(=O)C>[C:1]([CH:3]1[CH2:8][CH2:7][N:6]([C:9]([C@H:11]([NH:16][C:17]([C:19]2[C:27]3[C:22](=[N:23][CH:24]=[C:25]([C:40]4[S:39][C:38]([Cl:37])=[N:42][CH:41]=4)[N:26]=3)[N:21]([CH2:29][O:30][CH2:31][CH2:32][Si:33]([CH3:36])([CH3:35])[CH3:34])[CH:20]=2)=[O:18])[C:12]([CH3:15])([CH3:14])[CH3:13])=[O:10])[CH2:5][CH2:4]1)#[N:2] |f:2.3.4,6.7.8.9.10|. Procedure details: In a microwave vial, 1,4-dioxane (3 mL) was purged with argon gas. 2-Bromo-5-(2-trimethylsilanyl-ethoxymethyl)-5H-pyrrolo[2,3-b]pyrazine-7-carboxylic acid [(R)-1-(4-cyano-piperidine-1-carbonyl)-2,2-dimethyl-propyl]-amide (100 mg, 0.173 mmol), 2-chloro-5-(4,4,5,5-tetramethyl-[1,3,2]dioxaborolan-2-yl)-thiazole (128 mg, 0.519 mmol), palladium tetrakis(triphenylphosphine) (10 mg, 0.009 mmol), and then cesium carbonate (113 mg, 0.346 mmol) were added. The reaction vessel was sealed and heated in a mi... Starting materials: ClC1=C(C=NC=C1)[N+](=O)[O-] (4-Chloro-3-nitropyridine), COCCOCCN(CCOCCOC)CCOCCOC (tris[2-(2-methoxyethoxy)ethyl]amine), FC1=CC=C(CO)C=C1 (4-fluorobenzyl alcohol), C([O-])([O-])=O.[K+].[K+] (potassium carbonate), [OH-].[K+] (potassium hydroxide). The solvent is C1(=CC=CC=C1)C (toluene). Reaction conditions: time 1 hour. Yields the product FC1=CC=C(COC2=C(C=NC=C2)[N+](=O)[O-])C=C1 (4-(4-fluorobenzyloxy)-3-nitropyridine). The yield is 79.8%. RXN SMILES: Cl[C:2]1[CH:7]=[CH:6][N:5]=[CH:4][C:3]=1[N+:8]([O-:10])=[O:9].[F:11][C:12]1[CH:19]=[CH:18][C:15]([CH2:16][OH:17])=[CH:14][CH:13]=1.C(=O)([O-])[O-].[K+].[K+].[OH-].[K+].COCCOCCN(CCOCCOC)CCOCCOC>C1(C)C=CC=CC=1>[F:11][C:12]1[CH:19]=[CH:18][C:15]([CH2:16][O:17][C:2]2[CH:7]=[CH:6][N:5]=[CH:4][C:3]=2[N+:8]([O-:10])=[O:9])=[CH:14][CH:13]=1 |f:2.3.4,5.6|. Reported procedure: 4-Chloro-3-nitropyridine (2.0 g, 12.62 mmol) prepared in Step 1 of Preparation 1 was added to a suspension of 4-fluorobenzyl alcohol (2.04 ml, 18.92 mmol), potassium carbonate (1.74 g, 12.62 mmol), and potassium hydroxide (2.38 g, 50.48 mmol) in anhydrous toluene (100 ml). A catalytic amount of tris[2-(2-methoxyethoxy)ethyl]amine was added to the reaction mixture, which was then stirred for 1 hour at room temperature. The reaction mixture was filtered and then concentrated under reduced pressure... Reactants: C(O)([O-])=O.[Na+] (sodium hydrogencarbonate), NC1=CC=C(C(=O)OCC)C=C1 (ethyl 4-aminobenzoate), CN(C1=CC=C(C=O)C=C1)C (4-(dimethylamino)benzaldehyde), C(C)(=O)O[BH-](OC(C)=O)OC(C)=O.[Na+] (sodium triacetoxyborohydride). Run in C(Cl)Cl (methylene chloride), C(C)(=O)O (acetic acid). Conditions: time 2 day. The product is CN(C1=CC=C(CNC2=CC=C(C(=O)OCC)C=C2)C=C1)C (ethyl 4-[4-(dimethylamino)benzylamino]benzoate). The yield is 64.4%. As a reaction SMILES: [NH2:1][C:2]1[CH:12]=[CH:11][C:5]([C:6]([O:8][CH2:9][CH3:10])=[O:7])=[CH:4][CH:3]=1.[CH3:13][N:14]([CH3:23])[C:15]1[CH:22]=[CH:21][C:18]([CH:19]=O)=[CH:17][CH:16]=1.C(O[BH-](OC(=O)C)OC(=O)C)(=O)C.[Na+].C(=O)([O-])O.[Na+]>C(Cl)Cl.C(O)(=O)C>[CH3:13][N:14]([CH3:23])[C:15]1[CH:22]=[CH:21][C:18]([CH2:19][NH:1][C:2]2[CH:3]=[CH:4][C:5]([C:6]([O:8][CH2:9][CH3:10])=[O:7])=[CH:11][CH:12]=2)=[CH:17][CH:16]=1 |f:2.3,4.5|. Procedure: To a solution of ethyl 4-aminobenzoate (10 g) and 4-(dimethylamino)benzaldehyde (9.0 g) in methylene chloride (200 mL) is added sodium triacetoxyborohydride (18.9 g) and acetic acid (3.47 mL) under ice-cooling, and the mixture is stirred at room temperature for 2 days. To the reaction mixture is added a saturated sodium hydrogencarbonate solution and extracted with chloroform (×2). The extract is concentrated in vacuo and the residue is triturated in n-hexane/ethyl acetate to give ethyl 4-[4-(di... Starting materials: KRED-NADH-1, [Cl-].[Mg+2].[Cl-] (magnesium chloride), C=1N=C(C2=C(N1)N(C=N2)[C@H]3[C@@H]([C@@H]([C@H](O3)COP(=O)(O)OP(=O)(O)OC[C@@H]4[C@H]([C@H]([C@@H](O4)N5C=CCC(=C5)C(=O)N)O)O)O)O)N (NAD), Cl.C(C1=CC=CC=C1)N1CC(C2(CC2)CC1)=O (6-benzyl-6-aza-spiro[2.5]octan-4-one hydrochloride), TRIS-HCl, KRED-NADH-117, [OH-].[Na+] (sodium hydroxide), C=1N=C(C2=C(N1)N(C=N2)[C@H]3[C@@H]([C@@H]([C@H](O3)COP(=O)(O)OP(=O)(O)OC[C@@H]4[C@H]([C@H]([C@@H](O4)N5C=CCC(=C5)C(=O)N)O)O)O)O)N (NAD). The solvent is CC(C)O (2-propanol), CC(C)O (2-propanol). Run at temperature 35 celsius, time 4 day. Product: C(C1=CC=CC=C1)N1C[C@H](C2(CC2)CC1)O ((S)-6-Benzyl-6-aza-spiro[2.5]octan-4-ol). As a reaction SMILES: Cl.[CH2:2]([N:9]1[CH2:16][CH2:15][C:12]2([CH2:14][CH2:13]2)[C:11](=[O:17])[CH2:10]1)[C:3]1[CH:8]=[CH:7][CH:6]=[CH:5][CH:4]=1.C1N=C(N)C2N=CN([C@@H]3O[C@H](COP(OP(OC[C@H]4O[C@@H](N5C=C(C(N)=O)CC=C5)[C@H](O)[C@@H]4O)(O)=O)(O)=O)[C@@H](O)[C@H]3O)C=2N=1.[OH-].[Na+].[Cl-].[Mg+2].[Cl-]>CC(O)C>[CH2:2]([N:9]1[CH2:16][CH2:15][C:12]2([CH2:13][CH2:14]2)[C@H:11]([OH:17])[CH2:10]1)[C:3]1[CH:4]=[CH:5][CH:6]=[CH:7][CH:8]=1 |f:0.1,3.4,5.6.7|. Procedure: A mixture of 300 mg of 6-benzyl-6-aza-spiro[2.5]octan-4-one hydrochloride (1.19 mmol, 1 eq.), 1.5 ml of 2-propanol and 28 ml of 30 mM aq. TRIS-HCl buffer (pH 8.1) was heated to 35° C. The pH was re-adjusted to 8.0. The reaction was started by adding □-NAD (1 mg; free acid; Roche Diagnostics Cat. No. 10 004 626) and ketoreductase KRED-NADH-117 (29.3 mg; Codexis [ex. Biocatalytics]). The suspension was stirred at 35° C. keeping the pH constant at 8.0 by the controlled addition (pH-stat) of 1.0 M a...